describe an organic reaction: reactants, conditions, products, and yield From a dataset of the Open Reaction Database (ORD), a public repository of structured organic reaction records. The reactants are P(Br)(Br)Br (phosphorous tribromide), ClC1=C(CCO)C=CC(=C1)Cl (2,4-Dichlorophenethyl alcohol), C([O-])(O)=O.[Na+] (sodium bicarbonate). The solvent is C(Cl)Cl (methylene chloride), C(Cl)Cl (methylene chloride). Reaction conditions: temperature 0 celsius. Product: ClC1=C(CCBr)C=CC(=C1)Cl (2,4-dichlorophenethyl bromide). RXN SMILES: [Cl:1][C:2]1[CH:10]=[C:9]([Cl:11])[CH:8]=[CH:7][C:3]=1[CH2:4][CH2:5]O.P(Br)(Br)[Br:13].C(=O)(O)[O-].[Na+]>C(Cl)Cl>[Cl:1][C:2]1[CH:10]=[C:9]([Cl:11])[CH:8]=[CH:7][C:3]=1[CH2:4][CH2:5][Br:13] |f:2.3|. Procedure details: 2,4-Dichlorophenethyl alcohol (10 g, 52.0 mmol) was dissolved in 100 mL of methylene chloride, cooled to 0° C. under nitrogen atmosphere and 1.5 equiv of phosphorous tribromide (1M in CH2Cl2, 80 mmol, 80 mL) was added dropwise. The resulting reaction mixture was warmed to 23° C. and stirred for 2 h before the very slow addition of 200 mL of saturated aqueous sodium bicarbonate and extraction with methylene chloride (2×150 mL). The combined organic layers were dried over sodium sulfate and evapor... The reactants are CC(C(CC#N)=O)(C)C (4,4-dimethyl-3-oxopentanenitrile), Cl.C(C)(C)(C)NN (tert-butylhydrazine hydrochloride), C([O-])([O-])=O.[K+].[K+] (potassium carbonate). Solvent: C(C)O (ethanol). Reaction conditions: temperature 25 celsius. The product is NC1=CC(=NN1C(C)(C)C)C(C)(C)C (5-Amino-1,3-di(tert-butyl)pyrazole). Isolated yield 44.6%. Reaction SMILES: [CH3:1][C:2]([CH3:9])([CH3:8])[C:3](=O)[CH2:4][C:5]#[N:6].Cl.[C:11]([NH:15][NH2:16])([CH3:14])([CH3:13])[CH3:12].C(=O)([O-])[O-].[K+].[K+]>C(O)C>[NH2:6][C:5]1[N:15]([C:11]([CH3:14])([CH3:13])[CH3:12])[N:16]=[C:3]([C:2]([CH3:9])([CH3:8])[CH3:1])[CH:4]=1 |f:1.2,3.4.5|. Reported procedure: A mixture of 12.5 g of 4,4-dimethyl-3-oxopentanenitrile, 25 g of tert-butylhydrazine hydrochloride, and 27.6 g of potassium carbonate in 400 mL of ethanol was refluxed for 24 h. The mixture was cooled to 25° C. and then it was filtered. The solvent was evaporated from the filtrate and the residue was partitioned between ethyl acetate and distilled water. The organic phase washed with brine and dried (MgSO4). The solvent was evaporated at reduced pressure and the residue was dissolved in a small ... The reactants are CCO, O=CO, O=C(NCCCl)NC1OC(CO)C(O)C(O)C1O, O=N[O-], [Na+], O. Product: O=NN(CCCl)C(=O)NC1OC(CO)C(O)C(O)C1O. Reaction SMILES: [CH3:24][CH2:25][OH:26].[CH:27]([OH:28])=[O:29].[Cl:1][CH2:2][CH2:3][NH:4][C:5](=[O:6])[NH:7][CH:8]1[CH:9]([OH:10])[CH:11]([OH:12])[CH:13]([OH:14])[CH:15]([CH2:17][OH:18])[O:16]1.[N:19](=[O:20])[O-:21].[Na+:22].[OH2:23]>>[Cl:1][CH2:2][CH2:3][N:4]([C:5](=[O:6])[NH:7][CH:8]1[CH:9]([OH:10])[CH:11]([OH:12])[CH:13]([OH:14])[CH:15]([CH2:17][OH:18])[O:16]1)[N:19]=[O:20]. Starting materials: C1CCNCC1, COc1cc[nH]c1C=O, Cl, CN(C)C=O, O, O=C1Cc2c(ccc3oc(-c4ccccc4)nc23)N1. The product is COc1cc[nH]c1C=C1C(=O)Nc2ccc3oc(-c4ccccc4)nc3c21. As a reaction SMILES: [CH2:10]1[CH2:11][CH2:12][NH:13][CH2:14][CH2:15]1.[CH3:1][O:2][c:3]1[c:4]([CH:8]=[O:9])[nH:5][cH:6][cH:7]1.[ClH:35].[O:36]=[CH:37][N:38]([CH3:39])[CH3:40].[OH2:41].[c:16]1(-[c:22]2[o:23][c:24]3[c:25]([c:26]4[c:30]([cH:31][cH:32]3)[NH:29][C:28](=[O:33])[CH2:27]4)[n:34]2)[cH:17][cH:18][cH:19][cH:20][cH:21]1>>[CH3:1][O:2][c:3]1[c:4]([CH:8]=[C:27]2[c:26]3[c:25]4[c:24]([o:23][c:22](-[c:16]5[cH:17][cH:18][cH:19][cH:20][cH:21]5)[n:34]4)[cH:32][cH:31][c:30]3[NH:29][C:28]2=[O:33])[nH:5][cH:6][cH:7]1. Starting materials: ClC1=C(C=CC(=C1)O)C(C(C(F)(F)F)(O)C=1C=C(C(N(C1)C)=O)C)C (5-[2-(2-chloro-4-hydroxy-phenyl)-1-hydroxy-1-trifluoromethyl-propyl]-1,3-dimethyl-1H-pyridin-2-one), FC1=C(C=C(C=O)C=C1)C(F)(F)F (4-fluoro-3-(trifluoromethyl)benzaldehyde), C([O-])([O-])=O.[Cs+].[Cs+] (cesium carbonate). Yields the product ClC=1C=C(OC2=C(C=C(C=O)C=C2)C(F)(F)F)C=CC1C(C(C(F)(F)F)(O)C1=CN(C(C(=C1)C)=O)C)C (4-{3-Chloro-4-[2-(1,5-dimethyl-6-oxo-1,6-dihydro-pyridin-3-yl)-3,3,3-trifluoro-2-hydroxy-1-methyl-propyl]-phenoxy}-3-trifluoromethyl-benzaldehyde). Reaction SMILES: [Cl:1][C:2]1[CH:7]=[C:6]([OH:8])[CH:5]=[CH:4][C:3]=1[CH:9]([CH3:25])[C:10]([C:16]1[CH:17]=[C:18]([CH3:24])[C:19](=[O:23])[N:20]([CH3:22])[CH:21]=1)([OH:15])[C:11]([F:14])([F:13])[F:12].F[C:27]1[CH:34]=[CH:33][C:30]([CH:31]=[O:32])=[CH:29][C:28]=1[C:35]([F:38])([F:37])[F:36].C(=O)([O-])[O-].[Cs+].[Cs+]>>[Cl:1][C:2]1[CH:7]=[C:6]([CH:5]=[CH:4][C:3]=1[CH:9]([CH3:25])[C:10]([C:16]1[CH:17]=[C:18]([CH3:24])[C:19](=[O:23])[N:20]([CH3:22])[CH:21]=1)([OH:15])[C:11]([F:13])([F:14])[F:12])[O:8][C:27]1[CH:34]=[CH:33][C:30]([CH:31]=[O:32])=[CH:29][C:28]=1[C:35]([F:36])([F:38])[F:37] |f:2.3.4|. Reported procedure: In analogy to Example 214, step 1, 5-[2-(2-chloro-4-hydroxy-phenyl)-1-hydroxy-1-trifluoromethyl-propyl]-1,3-dimethyl-1H-pyridin-2-one (Example 203, step 5) was reacted with 4-fluoro-3-(trifluoromethyl)benzaldehyde in the presence of cesium carbonate to give the title compound as an off-white solid. MS (m/e)=548.1 [M+H+]. Starting materials: COC(=O)c1c(C#N)nc(NC2CCCCC2)nc1Nc1cccc(C)c1, CO, Cl, [Na+], O=C([O-])O. Product: Cc1cccc(Nc2nc(NC3CCCCC3)nc3c2C(=O)NC3)c1. Reaction SMILES: [C:1](#[N:2])[c:3]1[n:4][c:5]([NH:21][CH:22]2[CH2:23][CH2:24][CH2:25][CH2:26][CH2:27]2)[n:6][c:7]([NH:13][c:14]2[cH:15][c:16]([CH3:20])[cH:17][cH:18][cH:19]2)[c:8]1[C:9](=[O:10])[O:11][CH3:12].[CH3:33][OH:34].[ClH:35].[Na+:32].[O-:28][C:29]([OH:30])=[O:31]>>[CH2:1]1[NH:2][C:9](=[O:10])[c:8]2[c:3]1[n:4][c:5]([NH:21][CH:22]1[CH2:23][CH2:24][CH2:25][CH2:26][CH2:27]1)[n:6][c:7]2[NH:13][c:14]1[cH:15][c:16]([CH3:20])[cH:17][cH:18][cH:19]1. Starting materials: ClC1=C(C#N)C=C(C=C1)[N+](=O)[O-] (2-chloro-5-nitrobenzonitrile), C(C)#N (acetonitrile), ClC1=CC(=C(C=C1)O)C (4-chloro-2-methylphenol), C(=O)([O-])[O-].[K+].[K+] (K2CO3). Run in CC(=O)C (acetone), O (water). Reaction conditions: time 3 hour. The product is ClC1=CC(=C(OC2=C(C#N)C=C(C=C2)[N+](=O)[O-])C=C1)C (2-(4-chloro-2-methylphenoxy)-5-nitrobenzonitrile). The yield is 62.4%. Reaction SMILES: Cl[C:2]1[CH:9]=[CH:8][C:7]([N+:10]([O-:12])=[O:11])=[CH:6][C:3]=1[C:4]#[N:5].[Cl:13][C:14]1[CH:19]=[CH:18][C:17]([OH:20])=[C:16]([CH3:21])[CH:15]=1.C([O-])([O-])=O.[K+].[K+].C(#N)C>O.CC(C)=O>[Cl:13][C:14]1[CH:19]=[CH:18][C:17]([O:20][C:2]2[CH:9]=[CH:8][C:7]([N+:10]([O-:12])=[O:11])=[CH:6][C:3]=2[C:4]#[N:5])=[C:16]([CH3:21])[CH:15]=1 |f:2.3.4|. Procedure details: In a 250 ml single-neck flask equipped with a magnetic stirrer and a reflux condenser fitted with a nitrogen bubbler were placed 9.73 g (0.0533 moles) of 2-chloro-5-nitrobenzonitrile, 7.83 g (0.0549 moles) of 4-chloro-2-methylphenol, 7.56 g (0.0549 moles) of anhydrous K2CO3, and 75 ml of acetonitrile. The mixture was heated to reflux and held there for 3 hrs. The reaction mixture was then cooled to room temperature and diluted with 150 ml of water. The product separated as a solid. The solid was... Reactants: CCCC(=O)c1cnc2c(O)cccc2c1Nc1ccc(F)cc1C, CC(C)(C)[O-], CN(C)CCCCl, Cl, [K+], CN(C)C=O, O. The product is CCCC(=O)c1cnc2c(OCCCN(C)C)cccc2c1Nc1ccc(F)cc1C. RXN SMILES: [C:1]([CH2:2][CH2:3][CH3:4])(=[O:5])[c:6]1[cH:7][n:8][c:9]2[c:10]([OH:25])[cH:11][cH:12][cH:13][c:14]2[c:15]1[NH:16][c:17]1[c:18]([CH3:24])[cH:19][c:20]([F:23])[cH:21][cH:22]1.[CH3:26][C:27]([CH3:28])([O-:29])[CH3:30].[CH3:33][N:34]([CH2:35][CH2:36][CH2:37][Cl:38])[CH3:39].[ClH:32].[K+:31].[O:41]=[CH:42][N:43]([CH3:44])[CH3:45].[OH2:40]>>[C:1]([CH2:2][CH2:3][CH3:4])(=[O:5])[c:6]1[cH:7][n:8][c:9]2[c:10]([O:25][CH2:37][CH2:36][CH2:35][N:34]([CH3:33])[CH3:39])[cH:11][cH:12][cH:13][c:14]2[c:15]1[NH:16][c:17]1[c:18]([CH3:24])[cH:19][c:20]([F:23])[cH:21][cH:22]1. Starting materials: C(CC(=O)C)(=O)NC1[C@@H]2N(C(=C(CS2)COC(C)=O)C(=O)O)C1=O (7-acetoacetamido-3-acetoxymethyl-3-cephem-4-carboxylic acid), P(=O)([O-])([O-])[O-] (phosphate), C(O)([O-])=O.[Na+] (sodium hydrogen carbonate), CC1=NN=C(S1)S (5-methyl-1,3,4-thiadiazol-2-thiol). The product is C(CC(=O)C)(=O)NC1[C@@H]2N(C(=C(CS2)CSC=2SC(=NN2)C)C(=O)O)C1=O (7-acetoacetamido-3-(5-methyl-1,3,4-thiadiazol-2-yl)thiomethyl-3-cephem-4-carboxylic acid). Reaction SMILES: [C:1]([NH:7][CH:8]1[C:23](=[O:24])[N:10]2[C:11]([C:20]([OH:22])=[O:21])=[C:12]([CH2:15]OC(=O)C)[CH2:13][S:14][C@H:9]12)(=[O:6])[CH2:2][C:3]([CH3:5])=[O:4].C(=O)([O-])O.[Na+].[CH3:30][C:31]1[S:35][C:34]([SH:36])=[N:33][N:32]=1.P([O-])([O-])([O-])=O>>[C:1]([NH:7][CH:8]1[C:23](=[O:24])[N:10]2[C:11]([C:20]([OH:22])=[O:21])=[C:12]([CH2:15][S:36][C:34]3[S:35][C:31]([CH3:30])=[N:32][N:33]=3)[CH2:13][S:14][C@H:9]12)(=[O:6])[CH2:2][C:3]([CH3:5])=[O:4] |f:1.2|. Reported procedure: A mixture of 0.356 g. of 7-acetoacetamido-3-acetoxymethyl-3-cephem-4-carboxylic acid, 0.84 g. of sodium hydrogen carbonate, 0.246 g. of 5-methyl-1,3,4-thiadiazol-2-thiol and 20 ml. of a phosphate buffer of pH 6.4 is heated at 60° C for 7.5 hours. After cooling, it is washed with ethyl acetate, adjusted to pH 2 with 50 % phosphoric acid, saturated with sodium chloride and extracted with ethyl acetate. The ethyl acetate layer is dried over magnesium sulfate and concentrated under reduced pressure,... The reactants are Fc1cc(Cl)cc(Br)c1, O=C([O-])[O-], C1COCCO1, [Cs+], [Cs+], CC(N)c1cc(C(=O)N(C)C)cc2c(=O)cc(N3CCOCC3)oc12, O=C(C=Cc1ccccc1)C=Cc1ccccc1, O=C(C=Cc1ccccc1)C=Cc1ccccc1, O=C(C=Cc1ccccc1)C=Cc1ccccc1, [Pd], [Pd]. The product is CC(Nc1cc(F)cc(Cl)c1)c1cc(C(=O)N(C)C)cc2c(=O)cc(N3CCOCC3)oc12. As a reaction SMILES: [Br:32][c:33]1[cH:34][c:35]([Cl:40])[cH:36][c:37]([F:39])[cH:38]1.[C:26](=[O:27])([O-:28])[O-:29].[CH2:41]1[O:42][CH2:43][CH2:44][O:45][CH2:46]1.[Cs+:30].[Cs+:31].[NH2:1][CH:2]([CH3:3])[c:4]1[cH:5][c:6]([C:21](=[O:22])[N:23]([CH3:24])[CH3:25])[cH:7][c:8]2[c:9](=[O:20])[cH:10][c:11]([N:14]3[CH2:15][CH2:16][O:17][CH2:18][CH2:19]3)[o:12][c:13]12.[O:49]=[C:50]([CH:51]=[CH:52][c:53]1[cH:54][cH:55][cH:56][cH:57][cH:58]1)[CH:59]=[CH:60][c:61]1[cH:62][cH:63][cH:64][cH:65][cH:66]1.[O:67]=[C:68]([CH:69]=[CH:70][c:71]1[cH:72][cH:73][cH:74][cH:75][cH:76]1)[CH:77]=[CH:78][c:79]1[cH:80][cH:81][cH:82][cH:83][cH:84]1.[O:85]=[C:86]([CH:87]=[CH:88][c:89]1[cH:90][cH:91][cH:92][cH:93][cH:94]1)[CH:95]=[CH:96][c:97]1[cH:98][cH:99][cH:100][cH:101][cH:102]1.[Pd:47].[Pd:48]>>[NH:1]([CH:2]([CH3:3])[c:4]1[cH:5][c:6]([C:21](=[O:22])[N:23]([CH3:24])[CH3:25])[cH:7][c:8]2[c:9](=[O:20])[cH:10][c:11]([N:14]3[CH2:15][CH2:16][O:17][CH2:18][CH2:19]3)[o:12][c:13]12)[c:33]1[cH:34][c:35]([Cl:40])[cH:36][c:37]([F:39])[cH:38]1.